describe an organic reaction: reactants, conditions, products, and yield From a dataset of the Open Reaction Database (ORD), a public repository of structured organic reaction records. Run in C(Cl)Cl (methylene chloride), CO (methanol). Conditions: time 8 hour. Product: FC=1C=C(C=C(C1OC)F)C(CC(C(=O)OC)=O)=O (methyl 4-(3,5-difluoro-4-methoxyphenyl)-2,4-dioxo-butanoate). Procedure: To a stirred solution of 3,5-difluoro-4-methoxyacetophenone from Step 1 (6.46 g, 34.70 mmol) and dimethyl oxalate (6.15 g, 52.05 mmol) in methanol (80 mL), was added sodium methoxide solution (13.4 mL of 25% solution, 58.99 mmol) in one portion and the reaction stirred overnight. The crude reaction was diluted with methylene chloride, washed with potassium bisulfate (0.1N solution), brine, dried over MgSO4, filtered, and concentrated in vacuo yielding methyl 4-(3,5-difluoro-4-methoxyphenyl)-2,4-... Starting materials: CC(=O)C1=CC(=C(C(=C1)F)OC)F (3,5-difluoro-4-methoxyacetophenone), C(C(=O)OC)(=O)OC (dimethyl oxalate), C[O-].[Na+] (sodium methoxide). Reaction SMILES: [CH3:1][C:2]([C:4]1[CH:9]=[C:8]([F:10])[C:7]([O:11][CH3:12])=[C:6]([F:13])[CH:5]=1)=[O:3].[C:14](OC)(=[O:19])[C:15]([O:17][CH3:18])=[O:16].C[O-].[Na+]>CO.C(Cl)Cl>[F:13][C:6]1[CH:5]=[C:4]([C:2](=[O:3])[CH2:1][C:14](=[O:19])[C:15]([O:17][CH3:18])=[O:16])[CH:9]=[C:8]([F:10])[C:7]=1[O:11][CH3:12] |f:2.3|. The yield is 47.0%. Product: OC1=CC=C(C=C1)C(CNC(CC1N(CCC2=CC=CC=C12)C)C)O (1-(4-Hydroxyphenyl)-2-[1-methyl-2-(2-methyl-1,2,3,4-tetrahydroisoquinolin-1-yl) ethylamino]ethanol). As a reaction SMILES: [CH3:1][N:2]1[CH2:11][CH2:10][C:9]2[C:4](=[CH:5][CH:6]=[CH:7][CH:8]=2)[CH:3]1[CH2:12][C:13](=O)[CH3:14].[NH2:16][CH2:17][CH:18]([C:20]1[CH:25]=[CH:24][C:23]([OH:26])=[CH:22][CH:21]=1)[OH:19]>>[OH:26][C:23]1[CH:22]=[CH:21][C:20]([CH:18]([OH:19])[CH2:17][NH:16][CH:13]([CH3:14])[CH2:12][CH:3]2[C:4]3[C:9](=[CH:8][CH:7]=[CH:6][CH:5]=3)[CH2:10][CH2:11][N:2]2[CH3:1])=[CH:25][CH:24]=1. Reactants: CN1C(C2=CC=CC=C2CC1)CC(C)=O ((2-methyl-1,2,3,4-tetrahydroisoquinolin-1-yl)acetone), NCC(O)C1=CC=C(C=C1)O (2-amino-1-(4-hydroxyphenyl)ethanol). Procedure details: The same procedure as described in Example 1 was repeated, using (2-methyl-1,2,3,4-tetrahydroisoquinolin-1-yl)acetone [Synthesis, 1001 (1988)]and 2-amino-1-(4-hydroxyphenyl)ethanol, to give crude crystals. The crude crystals were washed with ether to give crystals of Compound 31 in a yield of 47%. RXN SMILES: [CH2:36]([Cl:37])[Cl:38].[CH3:2][N:3]([CH2:4][CH:5]([CH2:6][O:7][c:8]1[c:9]([CH2:14][CH2:15][CH2:16][CH2:17][c:18]2[cH:19][c:20]([O:24][CH2:25][O:26][CH3:27])[cH:21][cH:22][cH:23]2)[cH:10][cH:11][cH:12][cH:13]1)[OH:28])[CH3:29].[ClH:1].[O:30]1[CH2:31][CH2:32][O:33][CH2:34][CH2:35]1>>[CH3:2][N:3]([CH2:4][CH:5]([CH2:6][O:7][c:8]1[c:9]([CH2:14][CH2:15][CH2:16][CH2:17][c:18]2[cH:19][c:20]([OH:24])[cH:21][cH:22][cH:23]2)[cH:10][cH:11][cH:12][cH:13]1)[OH:28])[CH3:29].[ClH:1]. Yields the product CN(C)CC(O)COc1ccccc1CCCCc1cccc(O)c1, Cl. Reactants: ClCCl, COCOc1cccc(CCCCc2ccccc2OCC(O)CN(C)C)c1, Cl, C1COCCO1. The reactants are O=C(O)C1Cc2ccccc2C1, CCC(OC)OC, CO, O=S(=O)(O)O. Product: COC(=O)C1Cc2ccccc2C1. RXN SMILES: [CH2:1]1[CH:2]([C:10](=[O:11])[OH:12])[CH2:3][c:4]2[cH:5][cH:6][cH:7][cH:8][c:9]21.[CH3:13][O:14][CH:15]([O:16][CH3:17])[CH2:18][CH3:19].[CH3:25][OH:26].[S:20](=[O:21])(=[O:22])([OH:23])[OH:24]>>[CH2:1]1[CH:2]([C:10](=[O:11])[O:12][CH3:13])[CH2:3][c:4]2[cH:5][cH:6][cH:7][cH:8][c:9]21. Starting materials: NC(=O)CBr, CCOC(C)=O, CCN(C(C)C)C(C)C, N#Cc1cnc(NCc2ccccc2OC(F)(F)F)nc1NCC1CCC(N)CC1, CN(C)C=O. Product: N#Cc1cnc(NCc2ccccc2OC(F)(F)F)nc1NCC1CCC(NCC(N)=O)CC1. As a reaction SMILES: [Br:1][CH2:2][C:3](=[O:4])[NH2:5].[CH3:50][CH2:51][O:52][C:53]([CH3:54])=[O:55].[CH:36]([N:37]([CH2:38][CH3:39])[CH:40]([CH3:41])[CH3:42])([CH3:43])[CH3:44].[NH2:6][CH:7]1[CH2:8][CH2:9][CH:10]([CH2:13][NH:14][c:15]2[n:16][c:17]([NH:23][CH2:24][c:25]3[c:26]([O:31][C:32]([F:33])([F:34])[F:35])[cH:27][cH:28][cH:29][cH:30]3)[n:18][cH:19][c:20]2[C:21]#[N:22])[CH2:11][CH2:12]1.[O:45]=[CH:46][N:47]([CH3:48])[CH3:49]>>[CH2:2]([C:3](=[O:4])[NH2:5])[NH:6][CH:7]1[CH2:8][CH2:9][CH:10]([CH2:13][NH:14][c:15]2[n:16][c:17]([NH:23][CH2:24][c:25]3[c:26]([O:31][C:32]([F:33])([F:34])[F:35])[cH:27][cH:28][cH:29][cH:30]3)[n:18][cH:19][c:20]2[C:21]#[N:22])[CH2:11][CH2:12]1. The product is COc1ccc(C(=O)CN2CCN(CCCCc3cccc4ccccc34)CC2)cc1. The reactants are CCN(C(C)C)C(C)C, COc1ccc(C(=O)CBr)cc1, ClC(Cl)Cl, Cl, Cl, c1ccc2c(CCCCN3CCNCC3)cccc2c1. Reaction SMILES: [CH2:13]([N:14]([CH:15]([CH3:16])[CH3:17])[CH:18]([CH3:19])[CH3:20])[CH3:21].[CH3:1][O:2][c:3]1[cH:4][cH:5][c:6]([C:7]([CH2:8][Br:9])=[O:10])[cH:11][cH:12]1.[CH:44]([Cl:45])([Cl:46])[Cl:47].[ClH:22].[ClH:23].[c:24]1([CH2:34][CH2:35][CH2:36][CH2:37][N:38]2[CH2:39][CH2:40][NH:41][CH2:42][CH2:43]2)[cH:25][cH:26][cH:27][c:28]2[cH:29][cH:30][cH:31][cH:32][c:33]12>>[CH3:1][O:2][c:3]1[cH:4][cH:5][c:6]([C:7]([CH2:8][N:41]2[CH2:40][CH2:39][N:38]([CH2:37][CH2:36][CH2:35][CH2:34][c:24]3[cH:25][cH:26][cH:27][c:28]4[cH:29][cH:30][cH:31][cH:32][c:33]34)[CH2:43][CH2:42]2)=[O:10])[cH:11][cH:12]1.